From a dataset of the Open Reaction Database (ORD), a public repository of structured organic reaction records. describe an organic reaction: reactants, conditions, products, and yield Starting materials: ClC1=CC=C(C(=C1C(=O)C=1C=NC=CC1)F)[C@@H](CC)NCC=1N(C=NC1)C(C1=CC=CC=C1)(C1=CC=CC=C1)C1=CC=CC=C1 ((6-Chloro-2-fluoro-3-{(R)-1-[(3-trityl-3H-imidazol-4-ylmethyl)-amino]-propyl}-phenyl)-pyridin-3-yl-methanone), Cl.CCOC(=O)C (HCl EtOAc), C(C)O (ethanol). Solvent: CC(=O)C (acetone). Run at time 18 hour. The product is ClC1=C(C(=C(C=C1)[C@@H](CC)NCC1=CN=CN1)F)C(=O)C=1C=NC=CC1 ([(1R)-1-{4-chloro-2-fluoro-3-[(pyridin-3-yl)carbonyl]phenyl}propyl](1H-imidazol-5-ylmethyl)amine). Yield: 56.9%. Reaction SMILES: [Cl:1][C:2]1[C:7]([C:8]([C:10]2[CH:11]=[N:12][CH:13]=[CH:14][CH:15]=2)=[O:9])=[C:6]([F:16])[C:5]([C@H:17]([NH:20][CH2:21][C:22]2[N:23](C(C3C=CC=CC=3)(C3C=CC=CC=3)C3C=CC=CC=3)[CH:24]=[N:25][CH:26]=2)[CH2:18][CH3:19])=[CH:4][CH:3]=1.Cl.CCOC(C)=O.C(O)C>CC(C)=O>[Cl:1][C:2]1[CH:3]=[CH:4][C:5]([C@H:17]([NH:20][CH2:21][C:22]2[NH:23][CH:24]=[N:25][CH:26]=2)[CH2:18][CH3:19])=[C:6]([F:16])[C:7]=1[C:8]([C:10]1[CH:11]=[N:12][CH:13]=[CH:14][CH:15]=1)=[O:9] |f:1.2|. Reported procedure: To (6-Chloro-2-fluoro-3-{(R)-1-[(3-trityl-3H-imidazol-4-ylmethyl)-amino]-propyl}-phenyl)-pyridin-3-yl-methanone (0.208 g, 0.33 mmol) suspended in acetone (2 ml) treated with saturated HCl/EtOAc, ethanol added till all in solution stirred at ambient for 18 hours, concentrated then purified by Prep HPLC to give [(1R)-1-{4-chloro-2-fluoro-3-[(pyridin-3-yl)carbonyl]phenyl}propyl](1H-imidazol-5-ylmethyl)amine (0.07 g), MS: [M+H] 373 Reactants: FC1=C(C(=O)N=C=O)C(=CC=C1)F (2,6-difluorobenzoyl isocyanate), ClC1=C(OC2=CC(=C(C=C2)NSN(CCC)CCC)F)C=CC(=C1)C(F)(F)F ([4-[2-chloro-4-(trifluoromethyl)phenoxy]-2-fluorophenyl][[di-(n-propyl)amino]thio]amine). Solvent: petroleum ether, C(C)OCC (diethyl ether). Conditions: time 2.5 hour. Yields the product ClC1=C(OC2=CC(=C(C=C2)N(C(=O)NC(C2=C(C=CC=C2F)F)=O)SN(CCC)CCC)F)C=CC(=C1)C(F)(F)F (N[[[4-[2-chloro-4-(trifluoromethyl)phenoxy]-2-fluorophenyl][[di(n-propyl)amino]thio]amino]carbonyl]-2,6-difluorobenzamide). As a reaction SMILES: [F:1][C:2]1[CH:12]=[CH:11][CH:10]=[C:9]([F:13])[C:3]=1[C:4]([N:6]=[C:7]=[O:8])=[O:5].[Cl:14][C:15]1[CH:37]=[C:36]([C:38]([F:41])([F:40])[F:39])[CH:35]=[CH:34][C:16]=1[O:17][C:18]1[CH:23]=[CH:22][C:21]([NH:24][S:25][N:26]([CH2:30][CH2:31][CH3:32])[CH2:27][CH2:28][CH3:29])=[C:20]([F:33])[CH:19]=1>C(OCC)C>[Cl:14][C:15]1[CH:37]=[C:36]([C:38]([F:39])([F:40])[F:41])[CH:35]=[CH:34][C:16]=1[O:17][C:18]1[CH:23]=[CH:22][C:21]([N:24]([S:25][N:26]([CH2:30][CH2:31][CH3:32])[CH2:27][CH2:28][CH3:29])[C:7]([NH:6][C:4](=[O:5])[C:3]2[C:2]([F:1])=[CH:12][CH:11]=[CH:10][C:9]=2[F:13])=[O:8])=[C:20]([F:33])[CH:19]=1. Procedure: 2.6 g of 2,6-difluorobenzoyl isocyanate in 15 ml of diethyl ether was added over 30 seconds to 5.4 g of 38C. The solution was stirred at ambient temperature for 2.5 hours after which a slight precipitate formed. 50 ml of petroleum ether was added, and the resulting suspension was cooled in a freezer (-5° to 0° C.) for 3 hours. The precipitate which formed was filtered off and recrystallised from a 1:1 v:v mixture of diethyl ether and petroleum ether, to give 2.3 g of 38, as white crystals, m.p.:... Reactants: C(C1=CC=CC=C1)O[C@@H]1[C@@]2(CO[C@]([C@@H]([C@H]1OCC1=CC=CC=C1)OCC1=CC=CC=C1)(O2)C2=CC(=C(C=C2)Cl)CC=2C=CC1=C(CCO1)C2)CO ([(1S,2S,3S,4R,5S)-2,3,4-tribenzyloxy-5-[4-chloro-3-(2,3-dihydrobenzofuran-5-ylmethyl)phenyl]-6,8-dioxabicyclo[3.2.1]octan-1-yl]methanol), ClC1=C(C=CC=C1)Cl (o-dichlorobenzene). The reagents and catalysts are [Pd] (Palladium/carbon). Solvent: mixed solution. Conditions: time 1.5 hour. Yields the product ClC1=C(C=C(C=C1)[C@]12[C@@H]([C@H]([C@@H]([C@](CO1)(O2)CO)O)O)O)CC=2C=CC1=C(CCO1)C2 ((1S,2S,3S,4R,5S)-5-[4-chloro-3-(2,3-dihydrobenzofuran-5-ylmethyl)phenyl]-1-(hydroxymethyl)-6,8-dioxabicyclo[3.2.1]octane-2,3,4-triol). The yield is 95.3%. As a reaction SMILES: C([O:8][C@H:9]1[C@H:15]([O:16]CC2C=CC=CC=2)[C@@H:14]([O:24]CC2C=CC=CC=2)[C@:13]2([C:33]3[CH:38]=[CH:37][C:36]([Cl:39])=[C:35]([CH2:40][C:41]4[CH:42]=[CH:43][C:44]5[O:48][CH2:47][CH2:46][C:45]=5[CH:49]=4)[CH:34]=3)[O:32][C@@:10]1([CH2:50][OH:51])[CH2:11][O:12]2)C1C=CC=CC=1.ClC1C=CC=CC=1Cl>[Pd]>[Cl:39][C:36]1[CH:37]=[CH:38][C:33]([C@@:13]23[O:32][C@@:10]([CH2:50][OH:51])([CH2:11][O:12]2)[C@@H:9]([OH:8])[C@H:15]([OH:16])[C@H:14]3[OH:24])=[CH:34][C:35]=1[CH2:40][C:41]1[CH:42]=[CH:43][C:44]2[O:48][CH2:47][CH2:46][C:45]=2[CH:49]=1. Procedure details: [(1S,2S,3S,4R,5S)-2,3,4-tribenzyloxy-5-[4-chloro-3-(2,3-dihydrobenzofuran-5-ylmethyl)phenyl]-6,8-dioxabicyclo[3.2.1]octan-1-yl]methanol 5m (100 mg, 0.14 mmol) was dissolved in 5 mL of mixed solution (THF and MeOH, v:v=1:1), followed by addition of o-dichlorobenzene (208 mg, 1.42 mmol) and Palladium/carbon (10 mg, 10%). The mixture was exchanged with H2 three times and stirred for 1.5 hours, filtered and the filtrate was concentrated under reduced pressure. The resulting residue was purified by t... Reactants: O=CO, Nc1ccc(O)cc1[N+](=O)[O-], C1CCOC1. The product is O=CNc1ccc(O)cc1[N+](=O)[O-]. As a reaction SMILES: [CH:12](=[O:13])[OH:14].[NH2:1][c:2]1[c:3]([N+:9](=[O:10])[O-:11])[cH:4][c:5]([OH:8])[cH:6][cH:7]1.[O:15]1[CH2:16][CH2:17][CH2:18][CH2:19]1>>[NH:1]([c:2]1[c:3]([N+:9](=[O:10])[O-:11])[cH:4][c:5]([OH:8])[cH:6][cH:7]1)[CH:12]=[O:13].